From a dataset of the Open Reaction Database (ORD), a public repository of structured organic reaction records. describe an organic reaction: reactants, conditions, products, and yield Starting materials: C(#N)CC(=O)OCC#C (Propargyl Cyanoacetate), C(C=CC1=CC=CC=C1)=O (Cinnamaldehyde). Yields the product C(#N)C(C(=O)OCC#C)=CC=CC1=CC=CC=C1 (Propargyl 2-cyano-5-phenyl-2,4-pentanedienoate). As a reaction SMILES: [C:1]([CH2:3][C:4]([O:6][CH2:7][C:8]#[CH:9])=[O:5])#[N:2].[CH:10](=O)[CH:11]=[CH:12][C:13]1[CH:18]=[CH:17][CH:16]=[CH:15][CH:14]=1>>[C:1]([C:3](=[CH:10][CH:11]=[CH:12][C:13]1[CH:18]=[CH:17][CH:16]=[CH:15][CH:14]=1)[C:4]([O:6][CH2:7][C:8]#[CH:9])=[O:5])#[N:2]. Reported procedure: Reaction of Propargyl Cyanoacetate with (a) Cinnamaldehyde to form Propargyl 2-cyano-5-phenyl-2,4-pentanedienoate (PCPPD, formula 2a) and with (b) Naphthaldehyde Reactants: C(=O)(O)CCCCCN1C(=C(C2=CC(=CC=C12)OC)C)C=1C=NC=CC1 (1-(5-carboxypentyl)-5-methoxy-3-methyl-2-(3-pyridyl)indole). Solvent: Br (hydrobromic acid). Yields the product C(=O)(O)CCCCCN1C(=C(C2=CC(=CC=C12)O)C)C=1C=NC=CC1 (1-(5-carboxypentyl)-5-hydroxy-3-methyl-2-(3-pyridyl)indole). RXN SMILES: [C:1]([CH2:4][CH2:5][CH2:6][CH2:7][CH2:8][N:9]1[C:17]2[C:12](=[CH:13][C:14]([O:18]C)=[CH:15][CH:16]=2)[C:11]([CH3:20])=[C:10]1[C:21]1[CH:22]=[N:23][CH:24]=[CH:25][CH:26]=1)([OH:3])=[O:2]>Br>[C:1]([CH2:4][CH2:5][CH2:6][CH2:7][CH2:8][N:9]1[C:17]2[C:12](=[CH:13][C:14]([OH:18])=[CH:15][CH:16]=2)[C:11]([CH3:20])=[C:10]1[C:21]1[CH:22]=[N:23][CH:24]=[CH:25][CH:26]=1)([OH:3])=[O:2]. Procedure details: A solution of 1.70 g of 1-(5-carboxypentyl)-5-methoxy-3-methyl-2-(3-pyridyl)indole in 85 ml of 48% hydrobromic acid is heated under reflux for 0.5 hour. Purification of the resulting product yields 1-(5-carboxypentyl)-5-hydroxy-3-methyl-2-(3-pyridyl)indole. Reactants: C(C)(C)NC1=NC=NC2=CC(=C(C=C12)OC)O (4-(Isopropylamino)-6-methoxyquinazolin-7-ol), BrCC=1C=C(C=CC1)S(=O)(=NC(=O)OCC)C ((RS)-S-[3-(bromomethyl)phenyl]-N-(ethoxycarbonyl)-S-methylsulphoximide), C([O-])([O-])=O.[Cs+].[Cs+] (caesium carbonate). Solvent: CC(=O)C (acetone). Yields the product C(C)OC(=O)N=S(=O)(C)C1=CC(=CC=C1)COC1=C(C=C2C(=NC=NC2=C1)NC(C)C)OC ((RS)-N-(Ethoxycarbonyl)-S-[3-({[4-(isopropylamino)-6-methoxyquinazolin-7-yl]oxy}methyl)phenyl]-S-methylsulphoximide). As a reaction SMILES: [CH:1]([NH:4][C:5]1[C:14]2[C:9](=[CH:10][C:11]([OH:17])=[C:12]([O:15][CH3:16])[CH:13]=2)[N:8]=[CH:7][N:6]=1)([CH3:3])[CH3:2].Br[CH2:19][C:20]1[CH:21]=[C:22]([S:26]([CH3:34])(=[N:28][C:29]([O:31][CH2:32][CH3:33])=[O:30])=[O:27])[CH:23]=[CH:24][CH:25]=1.C(=O)([O-])[O-].[Cs+].[Cs+]>CC(C)=O>[CH2:32]([O:31][C:29]([N:28]=[S:26]([C:22]1[CH:23]=[CH:24][CH:25]=[C:20]([CH2:19][O:17][C:11]2[CH:10]=[C:9]3[C:14]([C:5]([NH:4][CH:1]([CH3:3])[CH3:2])=[N:6][CH:7]=[N:8]3)=[CH:13][C:12]=2[O:15][CH3:16])[CH:21]=1)([CH3:34])=[O:27])=[O:30])[CH3:33] |f:2.3.4|. Procedure details: 4-(Isopropylamino)-6-methoxyquinazolin-7-ol (65 mg, 0.21 mmol) and (RS)-S-[3-(bromomethyl)phenyl]-N-(ethoxycarbonyl)-S-methylsulphoximide (102 mg, 0.27 mmol) are suspended in 14 ml of acetone. After addition of caesium carbonate (2427 mg, 0.74 mmol), the reaction mixture is stirred at reflux for 3 hours. After cooling, the batch is concentrated, the residue is taken up in ethyl acetate, and the organic phase is washed with water and dried over sodium sulphate. After removal of the solvent, the r... The reactants are P(=O)(Cl)(Cl)Cl (Phosphorus oxychloride), FC(C1=NC=CC(=N1)N1CCC(CC1)C(=O)N)(F)F (1-[2-(Trifluoromethyl)-4-pyrimidinyl]-4-piperidinecarboxamide). Solvent: CN(C)C=O (DMF). Run at time 20 hour. Product: FC(C1=NC=CC(=N1)N1CCC(CC1)C#N)(F)F (1-[2-(Trifluoromethyl)-4-pyrimidinyl]-4-piperidinecarbonitrile). Yield: 87.2%. RXN SMILES: P(Cl)(Cl)(Cl)=O.[F:6][C:7]([F:24])([F:23])[C:8]1[N:13]=[C:12]([N:14]2[CH2:19][CH2:18][CH:17]([C:20]([NH2:22])=O)[CH2:16][CH2:15]2)[CH:11]=[CH:10][N:9]=1>CN(C=O)C>[F:24][C:7]([F:6])([F:23])[C:8]1[N:13]=[C:12]([N:14]2[CH2:15][CH2:16][CH:17]([C:20]#[N:22])[CH2:18][CH2:19]2)[CH:11]=[CH:10][N:9]=1. Procedure details: Phosphorus oxychloride (22 mL) was added with stirring to DMF (220 mL). The exothermic reaction mixture turned deep red, and compound VI (23.20 g, 85 mmol) was added. The mixture was cooled in a water bath and stirred for 20 hr. The DMF was then removed under vacuum and the residue was dissolved in methylene chloride (300 mL). Saturated aqueous sodium carbonate (ca 200 mL) was added to the solution with ice bath cooling until no more bubbling was observed. The methylene chloride layer was separa... Starting materials: CC(=O)O, C=O, CC#N, O=[N+]([O-])c1ccc(Cl)c(OCC2CCCN2)c1. The product is CN1CCCC1COc1cc([N+](=O)[O-])ccc1Cl. Reaction SMILES: [C:20]([OH:21])(=[O:22])[CH3:23].[CH2:18]=[O:19].[CH3:24][C:25]#[N:26].[Cl:1][c:2]1[c:3]([O:4][CH2:5][CH:6]2[NH:7][CH2:8][CH2:9][CH2:10]2)[cH:11][c:12]([N+:15](=[O:16])[O-:17])[cH:13][cH:14]1>>[Cl:1][c:2]1[c:3]([O:4][CH2:5][CH:6]2[N:7]([CH3:20])[CH2:8][CH2:9][CH2:10]2)[cH:11][c:12]([N+:15](=[O:16])[O-:17])[cH:13][cH:14]1.